From a dataset of the Open Reaction Database (ORD), a public repository of structured organic reaction records. describe an organic reaction: reactants, conditions, products, and yield Reactants: C(C)(=O)OC(C)=O (Acetic anhydride), CN[C@H]1CCCC2=CC=CC=C12 ((S)(+)-N-methyl-1,2,3,4-tetrahydro-1-naphthylamine), C(=O)OC(C)=O (acetic-formic anhydride), [OH-].[Na+] (sodium hydroxide), ice water. Solvent: C(=O)O (formic acid), C(=O)O (formic acid). Run at time 1 hour. Product: [C@@H]1(CCCC2=CC=CC=C12)N(C=O)C ((S)(-)-N-(1,2,3,4-Tetrahydro-1-naphthyl)-N-methylformamide). Yield: 94.0%. Reaction SMILES: C(O[C:5](=[O:7])C)(=O)C.C(OC(=O)C)=O.[CH3:14][NH:15][C@@H:16]1[C:25]2[C:20](=[CH:21][CH:22]=[CH:23][CH:24]=2)[CH2:19][CH2:18][CH2:17]1.[OH-].[Na+]>C(O)=O>[C@@H:16]1([N:15]([CH3:14])[CH:5]=[O:7])[C:25]2[C:20](=[CH:21][CH:22]=[CH:23][CH:24]=2)[CH2:19][CH2:18][CH2:17]1 |f:3.4|. Procedure details: Acetic anhydride (73.5 g) was chilled and stirred as 98% formic acid (44.2 g) was added over 30 minutes keeping the temperature below 10° C. The resulting solution of acetic-formic anhydride was stirred for a further 15 minutes at 5° C. and added over 5 minutes to a stirred, chilled solution of (S)(+)-N-methyl-1,2,3,4-tetrahydro-1-naphthylamine (26 g) in 98% formic acid (26 ml). The reaction solution was stirred at ambient temperature for 1 hour, poured into an ice-water mixture (200 g) and basi... The reactants are BrCC1=CC=CC(=N1)NC(C(C)(C)C)=O (N-[6-(bromomethyl)-2-pyridinyl]-2,2-dimethylpropanamide), C(=O)([O-])[O-].[K+].[K+] (K2CO3). Run in OS(=O)(=O)O (H2SO4). Yields the product NC1=CC=CC(=N1)CO (6-amino-2-pyridinemethanol). The yield is 71.0%. As a reaction SMILES: Br[CH2:2][C:3]1[N:8]=[C:7]([NH:9]C(=O)C(C)(C)C)[CH:6]=[CH:5][CH:4]=1.C([O-])([O-])=[O:17].[K+].[K+]>OS(O)(=O)=O>[NH2:9][C:7]1[N:8]=[C:3]([CH2:2][OH:17])[CH:4]=[CH:5][CH:6]=1 |f:1.2.3|. Procedure: The product of Example 2 (24.89 g, 96 mmol) and 10% (v/v) H2SO4 (100 mL) were combined in a 250 mL flask. The reaction was heated to reflux for 8 h and then cooled to room temperature. The reaction was made basic with aq K2CO3 and extracted with EtOAc. The extracts were dried (MgSO4), decolorized with activated charcoal, and filtered. Removal of all solvent in vacuo gave 8.49 g (71%) of the desired product. Starting materials: C(C)N(CC)CCN (diethylaminoethylamine), O1CCOC2=C1C=CC=C2C(=O)Cl (1,4-benzodioxane-5-carbonyl chloride). Solvent: CC(=O)C (acetone). Reaction conditions: temperature 0 celsius. Yields the product Cl.C(C)N(CC)CCNC(=O)C1=CC=CC=2OCCOC21 (N-(diethylaminoethyl)-1,4-benzodioxane-5-carboxamide hydrochloride). Yield: 64.2%. Reaction SMILES: [CH2:1]([N:3]([CH2:6][CH2:7][NH2:8])[CH2:4][CH3:5])[CH3:2].[O:9]1[C:14]2[CH:15]=[CH:16][CH:17]=[C:18]([C:19]([Cl:21])=[O:20])[C:13]=2[O:12][CH2:11][CH2:10]1>CC(C)=O>[ClH:21].[CH2:1]([N:3]([CH2:6][CH2:7][NH:8][C:19]([C:18]1[C:13]2[O:12][CH2:11][CH2:10][O:9][C:14]=2[CH:15]=[CH:16][CH:17]=1)=[O:20])[CH2:4][CH3:5])[CH3:2] |f:3.4|. Procedure: 21 g of diethylaminoethylamine and 85 ml of acetone were introduced into a balloon flask provided with an agitator and a thermometer. The mixture was cooled to 0° C. and then 36 g of 1,4-benzodioxane-5-carbonyl chloride were added. The crystals formed at ambient temperature were dried off, washed with acetone, dried and purified by recrystallization from isopropyl alcohol. 36.5 g of N-(diethylaminoethyl)-1,4-benzodioxane-5-carboxamide hydrochloride were obtained (M.P.: 120° C.; yield: 64%). The reactants are OC1=C(C=C(C=C1)CCC(=O)OCC)C1=C(C=CC(=C1)CCC(=O)OCC)O (2,2'-dihydroxy-5,5'-bis (2-ethoxycarbonylethyl) biphenyl), C(C)I (ethyl iodide), C([O-])([O-])=O.[K+].[K+] (potassium carbonate). Reagents/catalysts: [Cu] (copper). Solvent: CN(C)C=O (DMF). Yields the product C(C)OC1=C(C=C(C=C1)CCC(=O)OCC)C1=C(C=CC(=C1)CCC(=O)OCC)O (2-ethoxy-2'-hydroxy-5,5'-bis (2-ethoxycarbonylethyl) biphenyl). Isolated yield 66.0%. As a reaction SMILES: [OH:1][C:2]1[CH:7]=[CH:6][C:5]([CH2:8][CH2:9][C:10]([O:12][CH2:13][CH3:14])=[O:11])=[CH:4][C:3]=1[C:15]1[CH:20]=[C:19]([CH2:21][CH2:22][C:23]([O:25][CH2:26][CH3:27])=[O:24])[CH:18]=[CH:17][C:16]=1[OH:28].[CH2:29](I)[CH3:30].C(=O)([O-])[O-].[K+].[K+]>[Cu].CN(C=O)C>[CH2:29]([O:1][C:2]1[CH:7]=[CH:6][C:5]([CH2:8][CH2:9][C:10]([O:12][CH2:13][CH3:14])=[O:11])=[CH:4][C:3]=1[C:15]1[CH:20]=[C:19]([CH2:21][CH2:22][C:23]([O:25][CH2:26][CH3:27])=[O:24])[CH:18]=[CH:17][C:16]=1[OH:28])[CH3:30] |f:2.3.4|. Reported procedure: To 5 ml of a DMF solution containing 200 mg (0.5181 mmol) of 2,2'-dihydroxy-5,5'-bis (2-ethoxycarbonylethyl) biphenyl and 0.423 ml (5.181 mmol) of ethyl iodide, there were added 85.8 mg (0.6217 mmol) of anhydrous potassium carbonate and a small amount of copper powder and the resulting mixture was agitated overnight at room temperature. The reaction mixture was filtered by suction through Celite to remove the solid matte rand the filtrate was washed with ethyl acetate. After the solvent in the f... Starting materials: FC1=C(C=CC=C1F)NC1=C(N=CS1)C(=O)O (5-(2,3-difluoro-phenylamino)-thiazole-4-carboxylic acid), CC1=CC=CC(=N1)N (6-methyl-pyridin-2-ylamine), FC1=C(C=CC=C1F)N (2,3-difluoro-phenylamine). The product is FC1=C(C(=CC=C1)N=C=S)F (1,2-Difluoro-3-isothiocyanato-benzene). Reaction SMILES: [F:1][C:2]1[C:7]([F:8])=[CH:6][CH:5]=[CH:4][C:3]=1[NH:9][C:10]1[S:14]C=NC=1C(O)=O.CC1N=C(N)C=CC=1.FC1C(F)=CC=CC=1N>>[F:8][C:7]1[CH:6]=[CH:5][CH:4]=[C:3]([N:9]=[C:10]=[S:14])[C:2]=1[F:1]. Reported procedure: The title compound, MS (ISP): m/e=347.3 (M+H+), was prepared as for example 1, steps A to C. Step A was performed using 1,2-difluoro-3-isothiocyanato-benzene and yielded 5-(2,3-difluoro-phenylamino)-thiazole-4-carboxylic acid ethyl ester. This was hydrolized in step B to 5-(2,3-difluoro-phenylamino)-thiazole-4-carboxylic acid, which was reacted with 6-methyl-pyridin-2-ylamine in step C. 1,2-Difluoro-3-isothiocyanato-benzene was prepared as in example 96, starting from 2,3-difluoro-phenylamine. Starting materials: C=1(C(=CC=CC1)C)C (xylene), C(C1=CC=CC=C1)N1CC2C(C2C1)C(C(=O)N)Cl (3-benzyl-3-azabicylo[3.1.0]hex-6-yl-2-chloroacetamide), C(C1=CC=CC=C1)N1CC2C(C2C1)N (3-benzyl-3-azabicyclo[3.1.0]hex-6-ylamine), [I-].[K+] (potassium iodide), COC1=C(C=C(C=C1)C)C(C(=O)O)CC1=CC=CC=C1 ((2-methoxy-5-methylphenyl)-3-phenyl propanoic acid), N12CCCCCC2=NCCC1 (1,8-diazabicyclo[5.4.0]undec-7-ene), C(C1=CC=CC=C1)N1CC2C(C2C1)N (3-benzyl-3-azabicylo[3.1.0]hex-6-yl amine), ClCC(=O)Cl (2-chloroacetyl chloride). Yields the product C(C1=CC=CC=C1)N1CC2C(C2C1)NC(=O)COC(CC(C1=CC=CC=C1)C1=C(C=CC(=C1)C)OC)=O (3-(2-Methoxy-5-methylphenyl)-3-phenyl propanoic acid-(3-benzyl-3-azabicyclo[3.1.0]hexane-6-yl-carbamoyl)methyl ester). As a reaction SMILES: C(N1CC2C(C2[CH:14](Cl)[C:15](N)=[O:16])C1)C1C=CC=CC=1.[CH2:19]([N:26]1[CH2:31][CH:30]2[CH:28]([CH:29]2[NH2:32])[CH2:27]1)[C:20]1[CH:25]=[CH:24][CH:23]=[CH:22][CH:21]=1.ClC[C:35](Cl)=[O:36].[I-].[K+].COC1C=CC(C)=CC=1[CH:49]([CH2:53][C:54]1[CH:59]=[CH:58][CH:57]=[CH:56][CH:55]=1)[C:50]([OH:52])=[O:51].N12CCCN=C1CCCCC2.[C:71]1(C)[C:72]([CH3:77])=[CH:73][CH:74]=[CH:75][CH:76]=1>>[CH2:19]([N:26]1[CH2:31][CH:30]2[CH:28]([CH:29]2[NH:32][C:15]([CH2:14][O:52][C:50](=[O:51])[CH2:49][CH:53]([C:76]2[CH:71]=[C:72]([CH3:77])[CH:73]=[CH:74][C:75]=2[O:36][CH3:35])[C:54]2[CH:55]=[CH:56][CH:57]=[CH:58][CH:59]=2)=[O:16])[CH2:27]1)[C:20]1[CH:21]=[CH:22][CH:23]=[CH:24][CH:25]=1 |f:3.4|. Procedure: The compound, 3-benzyl-3-azabicylo[3.1.0]hex-6-yl-2-chloroacetamide, 150 mg, 0.65 mmole, 1 eq (prepared by reacting 3-benzyl-3-azabicylo[3.1.0]hex-6-yl amine with 2-chloroacetyl chloride. The compound 3-benzyl-3-azabicyclo[3.1.0]hex-6-ylamine, in turn, can be prepared following the procedure of T. F. Braish et al., Synlett 1996, 1100) was dissolved in xylene. To the reaction mixture, potassium iodide was added with subsequent addition of (2-methoxy-5-methylphenyl)-3-phenyl propanoic acid (230 mg... Reactants: Nc1ncnn2c(-c3csc(C4CCNCC4)n3)cc(-c3ccc4cn(Cc5ccccc5)nc4c3)c12, CS(=O)(=O)Cl, CCN(C(C)C)C(C)C, Cl, CN(C)C=O. The product is CS(=O)(=O)N1CCC(c2nc(-c3cc(-c4ccc5cn(Cc6ccccc6)nc5c4)c4c(N)ncnn34)cs2)CC1. As a reaction SMILES: [CH2:2]([c:3]1[cH:4][cH:5][cH:6][cH:7][cH:8]1)[n:9]1[n:10][c:11]2[cH:12][c:13](-[c:18]3[cH:19][c:20](-[c:28]4[n:29][c:30]([CH:33]5[CH2:34][CH2:35][NH:36][CH2:37][CH2:38]5)[s:31][cH:32]4)[n:21]4[n:22][cH:23][n:24][c:25]([NH2:27])[c:26]34)[cH:14][cH:15][c:16]2[cH:17]1.[CH3:39][S:40]([Cl:41])(=[O:42])=[O:43].[CH:44]([N:45]([CH2:46][CH3:47])[CH:48]([CH3:49])[CH3:50])([CH3:51])[CH3:52].[ClH:1].[O:53]=[CH:54][N:55]([CH3:56])[CH3:57]>>[CH2:2]([c:3]1[cH:4][cH:5][cH:6][cH:7][cH:8]1)[n:9]1[n:10][c:11]2[cH:12][c:13](-[c:18]3[cH:19][c:20](-[c:28]4[n:29][c:30]([CH:33]5[CH2:34][CH2:35][N:36]([S:40]([CH3:39])(=[O:42])=[O:43])[CH2:37][CH2:38]5)[s:31][cH:32]4)[n:21]4[n:22][cH:23][n:24][c:25]([NH2:27])[c:26]34)[cH:14][cH:15][c:16]2[cH:17]1. Starting materials: ClC1=CC=C(C=C1)C1=NN2C(C=CC=C2)=C1C(C(C)C)=NO (1-(2-(4-chlorophenyl)pyrazolo[1,5-a]pyridin-3-yl)-2-methylpropan-1-one oxime), C[Si](C)(C)N=C=O (trimethylsilyl isocyanate), N1=CC=CC=C1 (pyridine). Solvent: C1CCOC1 (THF). Conditions: time 48 hour. Yields the product C(N)(=O)ON=C(C(C)C)C=1C(=NN2C1C=CC=C2)C2=CC=C(C=C2)Cl (1-(2-(4-chlorophenyl)pyrazolo[1,5-a]pyridin-3-yl)-2-methylpropan-1-one O-carbamoyl oxime). Yield: 69.6%. Reaction SMILES: [Cl:1][C:2]1[CH:7]=[CH:6][C:5]([C:8]2[C:16]([C:17](=[N:21][OH:22])[CH:18]([CH3:20])[CH3:19])=[C:11]3[CH:12]=[CH:13][CH:14]=[CH:15][N:10]3[N:9]=2)=[CH:4][CH:3]=1.C[Si]([N:27]=[C:28]=[O:29])(C)C.N1C=CC=CC=1>C1COCC1>[C:28]([O:22][N:21]=[C:17]([C:16]1[C:8]([C:5]2[CH:6]=[CH:7][C:2]([Cl:1])=[CH:3][CH:4]=2)=[N:9][N:10]2[CH:15]=[CH:14][CH:13]=[CH:12][C:11]=12)[CH:18]([CH3:19])[CH3:20])(=[O:29])[NH2:27]. Procedure details: To a solution of 783 mg (2.5 mmol) of 1-(2-(4-chlorophenyl)pyrazolo[1,5-a]pyridin-3-yl)-2-methylpropan-1-one oxime in 5 ml of anhydrous THF was added 2 ml of trimethylsilyl isocyanate (85%) dropwise at 0° C. over 30 minutes. The mixture was stirred at room temperature over 48 hrs, followed by addition of 500 μl pyridine. After stirring for another 4 hours, the solvent was removed and the residue was extracted by ethyl acetate three times. The combined organic layers were washed with 1N HCl twice...